Dataset: the Open Reaction Database (ORD), a public repository of structured organic reaction records. Task: describe an organic reaction: reactants, conditions, products, and yield The reactants are CCC(C)=O, CN(C1CCC(C#CCCCCl)CC1)S(=O)(=O)c1ccc(C(F)(F)F)cc1, [I-], [Na+]. Product: CN(C1CCC(C#CCCCI)CC1)S(=O)(=O)c1ccc(C(F)(F)F)cc1. RXN SMILES: [CH3:30][CH2:31][C:32](=[O:33])[CH3:34].[Cl:1][CH2:2][CH2:3][CH2:4][C:5]#[C:6][CH:7]1[CH2:8][CH2:9][CH:10]([N:13]([S:14](=[O:15])(=[O:16])[c:17]2[cH:18][cH:19][c:20]([C:23]([F:24])([F:25])[F:26])[cH:21][cH:22]2)[CH3:27])[CH2:11][CH2:12]1.[I-:28].[Na+:29]>>[CH2:2]([CH2:3][CH2:4][C:5]#[C:6][CH:7]1[CH2:8][CH2:9][CH:10]([N:13]([S:14](=[O:15])(=[O:16])[c:17]2[cH:18][cH:19][c:20]([C:23]([F:24])([F:25])[F:26])[cH:21][cH:22]2)[CH3:27])[CH2:11][CH2:12]1)[I:28]. Reactants: O=C([O-])[O-], COC(=O)c1cc(O)ccc1O, CC(C)=O, [K+], [K+], CN(C)C=O, BrCCCCCCOc1ccc(-c2ccccc2)cc1. Yields the product COC(=O)c1cc(OCCCCCCOc2ccc(-c3ccccc3)cc2)ccc1O. As a reaction SMILES: [C:33](=[O:34])([O-:35])[O-:36].[CH3:1][O:2][C:3]([c:4]1[c:5]([OH:11])[cH:6][cH:7][c:8]([OH:10])[cH:9]1)=[O:12].[CH3:39][C:40](=[O:41])[CH3:42].[K+:37].[K+:38].[O:43]=[CH:44][N:45]([CH3:46])[CH3:47].[c:13]1(-[c:27]2[cH:28][cH:29][cH:30][cH:31][cH:32]2)[cH:14][cH:15][c:16]([O:19][CH2:20][CH2:21][CH2:22][CH2:23][CH2:24][CH2:25][Br:26])[cH:17][cH:18]1>>[CH3:1][O:2][C:3]([c:4]1[c:5]([OH:11])[cH:6][cH:7][c:8]([O:10][CH2:25][CH2:24][CH2:23][CH2:22][CH2:21][CH2:20][O:19][c:16]2[cH:15][cH:14][c:13](-[c:27]3[cH:28][cH:29][cH:30][cH:31][cH:32]3)[cH:18][cH:17]2)[cH:9]1)=[O:12].